Dataset: the Open Reaction Database (ORD), a public repository of structured organic reaction records. Task: describe an organic reaction: reactants, conditions, products, and yield Reaction SMILES: [Br:1][C:2]1[CH:7]=[CH:6][C:5]([C:8]2[O:12][N:11]=[C:10]([CH3:13])[C:9]=2[NH2:14])=[CH:4][CH:3]=1.[C:15]1([CH2:21][CH2:22][C:23](=O)[CH3:24])[CH:20]=[CH:19][CH:18]=[CH:17][CH:16]=1>>[Br:1][C:2]1[CH:3]=[CH:4][C:5]([C:8]2[O:12][N:11]=[C:10]([CH3:13])[C:9]=2[NH:14][CH:23]([CH3:24])[CH2:22][CH2:21][C:15]2[CH:20]=[CH:19][CH:18]=[CH:17][CH:16]=2)=[CH:6][CH:7]=1. Procedure details: Prepared according to the procedure described in Example 24, Step 1, using 5-(4-bromo-phenyl)-3-methyl-isoxazol-4-ylamine and 4-phenyl-butan-2-one. After the reaction the crude material was purified via preparatory chiral HPLC (Chiralcel-AD column, 2% EtOH in hexanes, 25 minutes) to afford two separate enantiomers. The first enantiomer eluted from the column is the title compound. Product: BrC1=CC=C(C=C1)C1=C(C(=NO1)C)NC(CCC1=CC=CC=C1)C ([5-(4-Bromo-phenyl)-3-methyl-isoxazol-4-yl]-(1-methyl-3-phenyl-propyl)-amine). The reactants are BrC1=CC=C(C=C1)C1=C(C(=NO1)C)N (5-(4-bromo-phenyl)-3-methyl-isoxazol-4-ylamine), C1(=CC=CC=C1)CCC(C)=O (4-phenyl-butan-2-one), crude material. Reactants: BrC1=CC=C(C=C1)C(CC(=O)C1=CC(=CC(=C1)F)F)C1=C(C=CC=C1)C (3-(4-bromo-phenyl)-1-(3,5-difluoro-phenyl)-3-o-tolyl-propan-1-one), Cl.NO (hydroxylamine hydrochloride), C(=O)(O)[O-].[Na+] (NaHCO3). Product: BrC1=CC=C(C=C1)C(C\C(=N/O)\C1=CC(=CC(=C1)F)F)C1=C(C=CC=C1)C ((E)-3-(4-bromo-phenyl)-1-(3,5-difluoro-phenyl)-3-o-tolyl-propan-1-one oxime). Reaction SMILES: [Br:1][C:2]1[CH:7]=[CH:6][C:5]([CH:8]([C:20]2[CH:25]=[CH:24][CH:23]=[CH:22][C:21]=2[CH3:26])[CH2:9][C:10]([C:12]2[CH:17]=[C:16]([F:18])[CH:15]=[C:14]([F:19])[CH:13]=2)=O)=[CH:4][CH:3]=1.Cl.[NH2:28][OH:29].C([O-])(O)=O.[Na+]>>[Br:1][C:2]1[CH:7]=[CH:6][C:5]([CH:8]([C:20]2[CH:25]=[CH:24][CH:23]=[CH:22][C:21]=2[CH3:26])[CH2:9]/[C:10](/[C:12]2[CH:17]=[C:16]([F:18])[CH:15]=[C:14]([F:19])[CH:13]=2)=[N:28]\[OH:29])=[CH:4][CH:3]=1 |f:1.2,3.4|. Procedure details: In analogy to example 1, step 2, from 3-(4-bromo-phenyl)-1-(3,5-difluoro-phenyl)-3-o-tolyl-propan-1-one and hydroxylamine hydrochloride in the presence of NaHCO3 was prepared the title compound as a white foam, MS (EI): m/z=429 ([M]+, 1Br). Starting materials: Cc1nnc2c3cc(-c4ccccc4)c(-c4ccc(C5(NC(=O)OC(C)(C)C)CCC5)cc4)nc3ccn12, CCOC(C)=O, CO, ClCCl, Cl. Product: Cc1nnc2c3cc(-c4ccccc4)c(-c4ccc(C5(N)CCC5)cc4)nc3ccn12, Cl. Reaction SMILES: [CH3:1][c:2]1[n:3][n:4][c:5]2[c:6]3[cH:7][c:8](-[c:33]4[cH:34][cH:35][cH:36][cH:37][cH:38]4)[c:9](-[c:15]4[cH:16][cH:17][c:18]([C:21]5([NH:25][C:26](=[O:27])[O:28][C:29]([CH3:30])([CH3:31])[CH3:32])[CH2:22][CH2:23][CH2:24]5)[cH:19][cH:20]4)[n:10][c:11]3[cH:12][cH:13][n:14]12.[CH3:40][CH2:41][O:42][C:43]([CH3:44])=[O:45].[CH3:46][OH:47].[Cl:48][CH2:49][Cl:50].[ClH:39]>>[CH3:1][c:2]1[n:3][n:4][c:5]2[c:6]3[cH:7][c:8](-[c:33]4[cH:34][cH:35][cH:36][cH:37][cH:38]4)[c:9](-[c:15]4[cH:16][cH:17][c:18]([C:21]5([NH2:25])[CH2:22][CH2:23][CH2:24]5)[cH:19][cH:20]4)[n:10][c:11]3[cH:12][cH:13][n:14]12.[ClH:39]. Starting materials: CC(C)(O)CN(Cc1sc(Cl)nc1Cl)C1CCN(C(=O)OC(C)(C)C)CC1, COc1ccccc1, ClCCl, O=C(O)C(F)(F)F. Yields the product CC(C)(O)CN(Cc1sc(Cl)nc1Cl)C1CCNCC1. Reaction SMILES: [C:1]([O:2][C:3](=[O:4])[N:8]1[CH2:9][CH2:10][CH:11]([N:14]([CH2:15][C:16]([CH3:17])([CH3:18])[OH:19])[CH2:20][c:21]2[c:22]([Cl:27])[n:23][c:24]([Cl:26])[s:25]2)[CH2:12][CH2:13]1)([CH3:5])([CH3:6])[CH3:7].[CH3:28][O:29][c:30]1[cH:31][cH:32][cH:33][cH:34][cH:35]1.[Cl:43][CH2:44][Cl:45].[OH:36][C:37]([C:38]([F:39])([F:40])[F:41])=[O:42]>>[NH:8]1[CH2:9][CH2:10][CH:11]([N:14]([CH2:15][C:16]([CH3:17])([CH3:18])[OH:19])[CH2:20][c:21]2[c:22]([Cl:27])[n:23][c:24]([Cl:26])[s:25]2)[CH2:12][CH2:13]1.